Dataset: the Open Reaction Database (ORD), a public repository of structured organic reaction records. Task: describe an organic reaction: reactants, conditions, products, and yield Starting materials: CC=1C=CC2=C(SC=C2)C1 (6-methyl-benzo[b]thiophene), C(C1=CC=CC=C1)=O (benzaldehyde). Yields the product CC=1C=CC2=C(SC(=C2)C(O)C2=CC=CC=C2)C1 ((6-methyl-benzo[b]thiophen-2-yl)-phenyl-methanol). Reaction SMILES: [CH3:1][C:2]1[CH:3]=[CH:4][C:5]2[CH:9]=[CH:8][S:7][C:6]=2[CH:10]=1.[CH:11](=[O:18])[C:12]1[CH:17]=[CH:16][CH:15]=[CH:14][CH:13]=1>>[CH3:1][C:2]1[CH:3]=[CH:4][C:5]2[CH:9]=[C:8]([CH:11]([C:12]3[CH:17]=[CH:16][CH:15]=[CH:14][CH:13]=3)[OH:18])[S:7][C:6]=2[CH:10]=1. Reported procedure: Using general procedure B, 6-methyl-benzo[b]thiophene was reacted with benzaldehyde to give (6-methyl-benzo[b]thiophen-2-yl)-phenyl-methanol as an off-white solid. MS: 236.9 ([M+H—H2O]+). The reactants are C(C)(=O)OCC (Ethyl acetate), CC1=C(C(=NO1)C1=CC=CC=C1)C1=CC=C(C=C1)S(=O)(=O)N (4-(5-methyl-3-phenyl-4-isoxazolyl)benzenesulfonamide), C([O-])([O-])=O.[K+].[K+] (potassium carbonate), CC1=CC=C(CCl)C=C1 (4-methylbenzylchloride). The solvent is O (water), CN(C)C=O (DMF). Reaction conditions: time 5 hour. Product: COC1=CC=C(CN(S(=O)(=O)C2=CC=C(C=C2)C=2C(=NOC2C)C2=CC=CC=C2)CC2=CC=C(C=C2)OC)C=C1 (N,N-bis(4-methoxybenzyl)-4-(5-methyl-3-phenylisoxazol-4-yl)benzenesulfonamide). Reaction SMILES: [CH3:1][C:2]1[O:6][N:5]=[C:4]([C:7]2[CH:12]=[CH:11][CH:10]=[CH:9][CH:8]=2)[C:3]=1[C:13]1[CH:18]=[CH:17][C:16]([S:19]([NH2:22])(=[O:21])=[O:20])=[CH:15][CH:14]=1.[C:23](=[O:26])([O-])[O-].[K+].[K+].C[C:30]1[CH:37]=[CH:36][C:33]([CH2:34]Cl)=[CH:32][CH:31]=1.[C:38]([O:41][CH2:42][CH3:43])(=O)C>CN(C=O)C.O>[CH3:38][O:41][C:42]1[CH:43]=[CH:4][C:3]([CH2:13][N:22]([CH2:34][C:33]2[CH:32]=[CH:31][C:30]([O:26][CH3:23])=[CH:37][CH:36]=2)[S:19]([C:16]2[CH:17]=[CH:18][C:13]([C:3]3[C:4]([C:7]4[CH:8]=[CH:9][CH:10]=[CH:11][CH:12]=4)=[N:5][O:6][C:2]=3[CH3:1])=[CH:14][CH:15]=2)(=[O:21])=[O:20])=[CH:2][CH:1]=1 |f:1.2.3|. Reported procedure: A mixture of 4-(5-methyl-3-phenyl-4-isoxazolyl)benzenesulfonamide (3.14 g, 0.01 mol) and potassium carbonate (5.53 g, 0.04 mol) in DMF (50 mL) was stirred at room temperature for 5 hours. 4-methylbenzylchloride (3.45 g, 0.022 mol) was then added and the resulting mixture was stirred overnight. Ethyl acetate (50 mL) and sat. water (100 mL) were then added and the layers were separated. The organic layer was washed with NaHCO3 (50 mL), brine, 1 N HCl (25 mL) and water (2×25 mL). Then the organic l... Starting materials: ClCCCC(=O)N1CCCC1 (1-(4-chloro-1-oxobutyl)pyrrolidine), CN(C=O)C (N,N-dimethylformamide), NC1=CC(=C(C(=O)N[C@H]2[C@@H](CNCC2)O)C=C1Cl)OC (trans-4-amino-5-chloro-N-(3-hydroxy-4-piperidinyl)-2-methoxybenzamide). Solvent: C(C)N(CC)CC (N,N-diethylethanamine). Run at temperature 70 celsius, time 18 hour. Product: NC1=CC(=C(C(=O)N[C@H]2[C@@H](CN(CC2)CCCC(N2CCCC2)=O)O)C=C1Cl)OC (trans-4-amino-5-chloro-N-[3-hydroxy-1-[4-oxo-4-(1-pyrrolidinyl)butyl]-4-piperidinyl]-2-methoxybenzamide). Yield: 47.8%. As a reaction SMILES: Cl[CH2:2][CH2:3][CH2:4][C:5]([N:7]1[CH2:11][CH2:10][CH2:9][CH2:8]1)=[O:6].CN(C)C=O.[NH2:17][C:18]1[C:33]([Cl:34])=[CH:32][C:21]([C:22]([NH:24][C@@H:25]2[CH2:30][CH2:29][NH:28][CH2:27][C@H:26]2[OH:31])=[O:23])=[C:20]([O:35][CH3:36])[CH:19]=1>C(N(CC)CC)C>[NH2:17][C:18]1[C:33]([Cl:34])=[CH:32][C:21]([C:22]([NH:24][C@@H:25]2[CH2:30][CH2:29][N:28]([CH2:2][CH2:3][CH2:4][C:5](=[O:6])[N:7]3[CH2:11][CH2:10][CH2:9][CH2:8]3)[CH2:27][C@H:26]2[OH:31])=[O:23])=[C:20]([O:35][CH3:36])[CH:19]=1. Reported procedure: To a stirred solution of 3.00 parts of 1-(4-chloro-1-oxobutyl)pyrrolidine in 67.5 parts of N,N-dimethylformamide were added 1.93 parts of trans-4-amino-5-chloro-N-(3-hydroxy-4-piperidinyl)-2-methoxybenzamide and 1.5 parts of N,N-diethylethanamine and the whole was stirred for 18 hours at 70° C. The reaction mixture was evaporated and the residue was taken up in a sodium carbonate solution in water. The product was extracted with trichloromethane. The extract was washed with water, dried, filtere... Starting materials: [BH4-], CCO, CCCCCC(=O)C=CC1CCCC(=O)N1CC#CCCCC(=O)OC, [H][H], [Na+], [Ni]. Yields the product CCCCCC(=O)C=CC1CCCC(=O)N1CC=CCCCC(=O)OC. Reaction SMILES: [BH4-:1].[CH3:31][CH2:32][OH:33].[CH3:3][O:4][C:5]([CH2:6][CH2:7][CH2:8][C:9]#[C:10][CH2:11][N:12]1[C:13](=[O:27])[CH2:14][CH2:15][CH2:16][CH:17]1[CH:18]=[CH:19][C:20]([CH2:21][CH2:22][CH2:23][CH2:24][CH3:25])=[O:26])=[O:28].[H:29][H:30].[Na+:2].[Ni:34]>>[CH3:3][O:4][C:5]([CH2:6][CH2:7][CH2:8][CH:9]=[CH:10][CH2:11][N:12]1[C:13](=[O:27])[CH2:14][CH2:15][CH2:16][CH:17]1[CH:18]=[CH:19][C:20]([CH2:21][CH2:22][CH2:23][CH2:24][CH3:25])=[O:26])=[O:28]. The reactants are C1(CC1)N(C(=O)C1=CC=2C(=NC(=C3C2N(C=N3)C)NC(=S)N)N1CC)C1CC1 (N,N-dicyclopropyl-6-ethyl-1-methyl-4-thioureido-1,6-dihydroimidazo[4,5-d]pyrrolo[2,3-b]pyridine-7-carboxamide), ClC(C(C)=O)S(=O)(=O)C(C)C (1-chloro-1-(isopropylsulfonyl)propan-2-one). The product is C1(CC1)N(C(=O)C1=CC=2C(=NC(=C3C2N(C=N3)C)NC=3SC=C(N3)CS(=O)(=O)C(C)C)N1CC)C1CC1 (N,N-dicyclopropyl-6-ethyl-4-(4-(isopropylsulfonylmethyl)thiazol-2-ylamino)-1-methyl-1,6-dihydroimidazo[4,5-d]pyrrolo[2,3-b]pyridine-7-carboxamide). RXN SMILES: [CH:1]1([N:4]([CH:26]2[CH2:28][CH2:27]2)[C:5]([C:7]2[N:23]([CH2:24][CH3:25])[C:10]3=[N:11][C:12]([NH:19][C:20]([NH2:22])=[S:21])=[C:13]4[N:17]=[CH:16][N:15]([CH3:18])[C:14]4=[C:9]3[CH:8]=2)=[O:6])[CH2:3][CH2:2]1.Cl[CH:30]([S:34]([CH:37]([CH3:39])[CH3:38])(=[O:36])=[O:35])[C:31](=O)[CH3:32]>>[CH:26]1([N:4]([CH:1]2[CH2:2][CH2:3]2)[C:5]([C:7]2[N:23]([CH2:24][CH3:25])[C:10]3=[N:11][C:12]([NH:19][C:20]4[S:21][CH:32]=[C:31]([CH2:30][S:34]([CH:37]([CH3:39])[CH3:38])(=[O:36])=[O:35])[N:22]=4)=[C:13]4[N:17]=[CH:16][N:15]([CH3:18])[C:14]4=[C:9]3[CH:8]=2)=[O:6])[CH2:27][CH2:28]1. Reported procedure: Prepared from N,N-dicyclopropyl-6-ethyl-1-methyl-4-thioureido-1,6-dihydroimidazo[4,5-d]pyrrolo[2,3-b]pyridine-7-carboxamide (example 2B) and 1-chloro-1-(isopropylsulfonyl)propan-2-one (example 5a) using same procedure as reported for 2. Reactants: FC=1C=C(C=CC1C=1SC2=NC(=CC=C2N1)C1(CC1)C1=CC=CC=C1)CN1CC(C1)C(=O)O (1-((3-fluoro-4-(5-(1-phenylcyclopropyl)thiazolo[5,4-b]pyridine-2-yl)-phenyl)methyl)azetidine-3-carboxylic acid), C1=CC(=CC(=C1)Cl)C(=O)OO (mCPBA). Solvent: CO.C(Cl)Cl (MeOH DCM). Reaction conditions: time 10 minute. Yields the product FC=1C=C(C=CC1C=1SC2=NC(=CC=C2N1)C1(CC1)C1=CC=CC=C1)C[N+]1(CC(C1)C(=O)O)[O-] (1-((3-fluoro-4-(5-(1-phenylcyclopropyl)thiazolo[5,4-b]pyridine-2-yl)phenyl)methyl)azetidine-3-carboxylic acid N-oxide). As a reaction SMILES: [F:1][C:2]1[CH:3]=[C:4]([CH2:26][N:27]2[CH2:30][CH:29]([C:31]([OH:33])=[O:32])[CH2:28]2)[CH:5]=[CH:6][C:7]=1[C:8]1[S:9][C:10]2[C:15]([N:16]=1)=[CH:14][CH:13]=[C:12]([C:17]1([C:20]3[CH:25]=[CH:24][CH:23]=[CH:22][CH:21]=3)[CH2:19][CH2:18]1)[N:11]=2.C1C=C(Cl)C=C(C(OO)=[O:42])C=1>CO.C(Cl)Cl>[F:1][C:2]1[CH:3]=[C:4]([CH2:26][N+:27]2([O-:42])[CH2:28][CH:29]([C:31]([OH:33])=[O:32])[CH2:30]2)[CH:5]=[CH:6][C:7]=1[C:8]1[S:9][C:10]2[C:15]([N:16]=1)=[CH:14][CH:13]=[C:12]([C:17]1([C:20]3[CH:25]=[CH:24][CH:23]=[CH:22][CH:21]=3)[CH2:19][CH2:18]1)[N:11]=2 |f:2.3|. Procedure details: A slurry of 1-((3-fluoro-4-(5-(1-phenylcyclopropyl)thiazolo[5,4-b]pyridine-2-yl)-phenyl)methyl)azetidine-3-carboxylic acid (0.084 g, 0.18 mmol) and mCPBA (0.063 g, 0.37 mmol) in 5 mL 10% MeOH/DCM was stirred rapidly at ambient temperature. After about 10 min, the reaction mixture became clear. After 10 additional minutes precipitates formed. After 10 additional minutes, the reaction mixture was filtered, rinsing with DCM. The solid was collected and dried in vacuo to give 1-((3-fluoro-4-(5-(1-ph...